This data is from the Open Reaction Database (ORD), a public repository of structured organic reaction records. The task is: describe an organic reaction: reactants, conditions, products, and yield Reactants: [BH4-].[Na+] (sodium borohydride), C(C1=CC=CC=C1)OC1=CC(=CC(=C1)\C=C\[N+](=O)[O-])F (1-benzyloxy-3-fluoro-5-((E)-2-nitro-vinyl)-benzene). Run in C(Cl)(Cl)Cl (chloroform), C(C)(C)O (isopropanol). Reaction conditions: time 90 minute. The product is C(C1=CC=CC=C1)OC1=CC(=CC(=C1)CC[N+](=O)[O-])F (1-benzyloxy-3-fluoro-5-(2-nitro-ethyl)-benzene). Isolated yield 43.3%. RXN SMILES: [BH4-].[Na+].[CH2:3]([O:10][C:11]1[CH:16]=[C:15](/[CH:17]=[CH:18]/[N+:19]([O-:21])=[O:20])[CH:14]=[C:13]([F:22])[CH:12]=1)[C:4]1[CH:9]=[CH:8][CH:7]=[CH:6][CH:5]=1>C(Cl)(Cl)Cl.C(O)(C)C>[CH2:3]([O:10][C:11]1[CH:16]=[C:15]([CH2:17][CH2:18][N+:19]([O-:21])=[O:20])[CH:14]=[C:13]([F:22])[CH:12]=1)[C:4]1[CH:5]=[CH:6][CH:7]=[CH:8][CH:9]=1 |f:0.1|. Procedure details: Add sodium borohydride (1.69 g, 44.64 mmol) to 1-benzyloxy-3-fluoro-5-((E)-2-nitro-vinyl)-benzene (3.05 g, 11.16 mmol) and silica gel (22 g) in chloroform (112 mL) and isopropanol (33 mL) at room temperature in portions over 5 minutes. Stir at room temperature 90 minutes and filter. Concentrate and dissolve in ethyl acetate. Wash (10% potassium carbonate and saturated aqueous sodium chloride), dry over magnesium sulfate, filter and concentrate. Purify on 120 g silica gel eluting with 100:0 to 80... Starting materials: CCO, NNc1cc(N2CCOCC2)n2nc(-c3ccccc3)cc2n1, O=C(O)C(F)(F)F, O=Cc1cccc(O)c1. As a reaction SMILES: [CH3:40][CH2:41][OH:42].[O:8]1[CH2:9][CH2:10][N:11]([c:14]2[cH:15][c:16]([NH:29][NH2:30])[n:17][c:18]3[n:19]2[n:20][c:21](-[c:23]2[cH:24][cH:25][cH:26][cH:27][cH:28]2)[cH:22]3)[CH2:12][CH2:13]1.[OH:1][C:2]([C:3]([F:4])([F:5])[F:6])=[O:7].[OH:31][c:32]1[cH:33][c:34]([CH:35]=[O:36])[cH:37][cH:38][cH:39]1>>[O:8]1[CH2:9][CH2:10][N:11]([c:14]2[cH:15][c:16]([NH:29][N:30]=[CH:35][c:34]3[cH:33][c:32]([OH:31])[cH:39][cH:38][cH:37]3)[n:17][c:18]3[n:19]2[n:20][c:21](-[c:23]2[cH:24][cH:25][cH:26][cH:27][cH:28]2)[cH:22]3)[CH2:12][CH2:13]1. Product: Oc1cccc(C=NNc2cc(N3CCOCC3)n3nc(-c4ccccc4)cc3n2)c1. Reactants: N(=C=O)CCCCCCCC (1-isocyanatooctane), C1=NC=CC=2C(=CC=CC12)N (5-isoquinolinamine), BrC1=CC=C(C=C1)CN=C=O (1-bromo-4-(isocyanatomethyl)benzene). Product: C1=NC=CC2=C(C=CC=C12)NC(=O)NCCCCCCCC (N-5-isoquinolinyl-N′-octylurea). RXN SMILES: [N:1]([CH2:4][CH2:5][CH2:6][CH2:7][CH2:8][CH2:9][CH2:10][CH3:11])=[C:2]=[O:3].[CH:12]1[C:21]2[CH:20]=[CH:19][CH:18]=[C:17]([NH2:22])[C:16]=2[CH:15]=[CH:14][N:13]=1.BrC1C=CC(CN=C=O)=CC=1>>[CH:12]1[C:21]2[C:16](=[C:17]([NH:22][C:2]([NH:1][CH2:4][CH2:5][CH2:6][CH2:7][CH2:8][CH2:9][CH2:10][CH3:11])=[O:3])[CH:18]=[CH:19][CH:20]=2)[CH:15]=[CH:14][N:13]=1. Procedure details: The title compound was prepared using the procedure described in Example 60F using 1-isocyanatooctane and 5-isoquinolinamine instead of the product from Example 60E and 1-bromo-4-(isocyanatomethyl)benzene. NMR (DMSO-d6) δ 9.53 (s, 1H), 9.23 (s, 1H), 8.65 (d, 1H), 8.99 (d, 1H), 8.05 (d, 1H), 7.86 (t, 1H), 7.01 (m, 1H), 3.15 (m, 2H), 1.51 (m, 2H), 1.28 (m, 5H), 0.83 (m, 3H); MS (ESI) (M+H)+ 300.